This data is from the Open Reaction Database (ORD), a public repository of structured organic reaction records. The task is: describe an organic reaction: reactants, conditions, products, and yield Reactants: C(C1=CC=CC=C1)(=O)NC(=S)NCC(F)(F)F (1-benzoyl-3-(2,2,2-trifluoroethyl)-thiourea), C([O-])([O-])=O.[K+].[K+] (potassium carbonate). The solvent is O (water), CO (methanol). Reaction conditions: time 16 hour. Product: FC(CNC(=S)N)(F)F (2,2,2-Trifluoroethyl-thiourea). Isolated yield 65.6%. RXN SMILES: C([NH:9][C:10]([NH:12][CH2:13][C:14]([F:17])([F:16])[F:15])=[S:11])(=O)C1C=CC=CC=1.C(=O)([O-])[O-].[K+].[K+]>CO.O>[F:15][C:14]([F:17])([F:16])[CH2:13][NH:12][C:10]([NH2:9])=[S:11] |f:1.2.3|. Reported procedure: Slurry 1-benzoyl-3-(2,2,2-trifluoroethyl)-thiourea (5.5 g, 21.2 mmol) and potassium carbonate (11.7 g, 84.7 mmol) in methanol (180 mL) and water (40 mL). Stir the mixture at room temperature for 16 h. Concentrate the solution in vacuo to a paste. Triturate with hot water (20 mL, 60° C.), filter off the solids, wash with water (20 mL, 25° C.) and hexane (excess). Collect the solids, slurry in EtOAc and concentrate in vacuo twice to remove residual water. Dry the material in a vacuum oven at 45° C... The reactants are solution, C(=O)([O-])[O-].[K+].[K+] (K2CO3), [Na+].[I-] (NaI), ClCC(=O)N(C)C (2-chloro-N,N-dimethylacetamide), FC(C(=O)OC(C(F)(F)F)=O)(F)F (trifluoroacetic anhydride), C(=O)(O)[O-].[Na+] (NaHCO3), NC=1C(=NC=C(C1)CC1=CC=C(C=C1)F)C(=O)OC (methyl 3-amino-5-[(4-fluorophenyl)methyl]-2-pyridinecarboxylate). The solvent is CO (MeOH), C(C)(C)OC(=O)C (i-PrOAc). Run at temperature 30 celsius, time 15 minute. The product is CN(C(CNC=1C(=NC=C(C1)CC1=CC=C(C=C1)F)C(=O)OC)=O)C (methyl 3-{[2-(dimethylamino)-2-oxoethyl]amino}-5-[(4-fluorophenyl)methyl]-2-pyridinecarboxylate). RXN SMILES: [NH2:1][C:2]1[C:3]([C:16]([O:18][CH3:19])=[O:17])=[N:4][CH:5]=[C:6]([CH2:8][C:9]2[CH:14]=[CH:13][C:12]([F:15])=[CH:11][CH:10]=2)[CH:7]=1.FC(F)(F)C(OC(=O)C(F)(F)F)=O.C([O-])(O)=O.[Na+].C([O-])([O-])=O.[K+].[K+].[Na+].[I-].Cl[CH2:47][C:48]([N:50]([CH3:52])[CH3:51])=[O:49]>C(OC(C)=O)(C)C.CO>[CH3:51][N:50]([CH3:52])[C:48](=[O:49])[CH2:47][NH:1][C:2]1[C:3]([C:16]([O:18][CH3:19])=[O:17])=[N:4][CH:5]=[C:6]([CH2:8][C:9]2[CH:10]=[CH:11][C:12]([F:15])=[CH:13][CH:14]=2)[CH:7]=1 |f:2.3,4.5.6,7.8|. Procedure: A stirring suspension of methyl 3-amino-5-[(4-fluorophenyl)methyl]-2-pyridinecarboxylate (60 g, 0.23 mol) in i-PrOAc (400 mL) was heated to 30° C. and trifluoroacetic anhydride (35.3 mL, 0.254 mol) was added dropwise. The reaction mixture was stirred 15 min at 30° C.; then cooled to rt and quenched slowly with 0.6 M NaHCO3 solution (512 mL, 0.32 mol). The resulting biphasic mixture was separated and the organic phase was washed twice with water; then diluted with CH3CN (700 mL) and distilled to ... Reactants: CN(C)CC1=C(C=C(C=C1)N)C(F)(F)F (4-dimethylaminomethyl-3-trifluoromethyl-phenylamine), ClC1=CC(=NC=N1)N (6-chloro-pyrimidin-4-ylamine). Reaction conditions: temperature 150 celsius, time 5 hour. Yields the product CN(C)CC1=C(C=C(C=C1)NC1=NC=NC(=C1)N)C(F)(F)F (N-(4-Dimethylaminomethyl-3-trifluoromethyl-phenyl)-pyrimidine-4,6-diamine). As a reaction SMILES: [CH3:1][N:2]([CH2:4][C:5]1[CH:10]=[CH:9][C:8]([NH2:11])=[CH:7][C:6]=1[C:12]([F:15])([F:14])[F:13])[CH3:3].Cl[C:17]1[N:22]=[CH:21][N:20]=[C:19]([NH2:23])[CH:18]=1>>[CH3:3][N:2]([CH2:4][C:5]1[CH:10]=[CH:9][C:8]([NH:11][C:17]2[CH:18]=[C:19]([NH2:23])[N:20]=[CH:21][N:22]=2)=[CH:7][C:6]=1[C:12]([F:14])([F:13])[F:15])[CH3:1]. Procedure details: The title compound is prepared as described in Example 152A but using 4-dimethylaminomethyl-3-trifluoromethyl-phenylamine (218 mg, 1.46 mmol, 1 eq.), 6-chloro-pyrimidin-4-ylamine, and stirring the reaction mixture for 5 h at 150° C. The crude product is purified by silica gel column chromatography (DCM/MeOH+1% NH3aq, 92:8) to afford the title compound as a white solid. ESI-MS: 312.1 [MH]+; tR=1.20 min (purity: 100%, gradient J); TLC: Rf=0.16 (DCM/MeOH+1% NH3aq, 92:8).